From a dataset of the Open Reaction Database (ORD), a public repository of structured organic reaction records. describe an organic reaction: reactants, conditions, products, and yield The reactants are FC(C=1C=C(C=CC1)C1(CCCC1)C=O)(F)F (1-(3-(Trifluoromethyl)phenyl)cyclopentanecarbaldehyde), FC(C1=CC=C(C=C1)C1(CCCC1)CO)(F)F ([1-(4-trifluoromethyl-phenyl)-cyclopentyl]-methanol). Product: FC(C=1C=C(C=CC1)C1(CCCC1)CO)(F)F ((1-(3-(Trifluoromethyl)phenyl)cyclopentyl)methanol). As a reaction SMILES: [F:1][C:2]([F:17])([F:16])[C:3]1[CH:4]=[C:5]([C:9]2([CH:14]=[O:15])[CH2:13][CH2:12][CH2:11][CH2:10]2)[CH:6]=[CH:7][CH:8]=1.FC(F)(F)C1C=CC(C2(CO)CCCC2)=CC=1>>[F:1][C:2]([F:16])([F:17])[C:3]1[CH:4]=[C:5]([C:9]2([CH2:14][OH:15])[CH2:13][CH2:12][CH2:11][CH2:10]2)[CH:6]=[CH:7][CH:8]=1. Reported procedure: (1-(3-(Trifluoromethyl)phenyl)cyclopentyl)methanol (470) was synthesized from 1-(3-(trifluoromethyl)phenyl)cyclopentanecarbaldehyde (469) following the procedure described for 1-(4-trifluoromethyl-phenyl)-cyclopentane-methanol (239). The reactants are CN(C(C1=CC=CC=C1)=O)CC(CCN1CCC(CC1)C(=O)C1=NC2=C(N1)C=CC=C2)C2=CC(=C(C=C2)Cl)Cl (N-methyl-N-(4-(4-(1H-benzimidazole-2-carbonyl)piperidin-1-yl)-2-(3,4-dichlorophenyl)butyl)benzamide), CC(=O)C.O (acetone water), BrCCCC(=O)OCC (ethyl 4-bromobutyrate), C([O-])([O-])=O.[K+].[K+] (potassium carbonate). Solvent: C(C)(=O)OCC (ethyl acetate). Reaction conditions: time 38 hour. Yields the product CN(C(C1=CC=CC=C1)=O)CC(CCN1CCC(CC1)C(=O)C1=NC2=C(N1CCCC(=O)OCC)C=CC=C2)C2=CC(=C(C=C2)Cl)Cl (N-Methyl-N-(4-(4-(1-(3-ethoxycarbonylpropyl)-1H-benzimidazole-2-carbonyl)piperidin-1-yl)-2-(3,4-dichlorophenyl)butyl)benzamide). Reaction SMILES: [CH3:1][N:2]([CH2:11][CH:12]([C:32]1[CH:37]=[CH:36][C:35]([Cl:38])=[C:34]([Cl:39])[CH:33]=1)[CH2:13][CH2:14][N:15]1[CH2:20][CH2:19][CH:18]([C:21]([C:23]2[NH:27][C:26]3[CH:28]=[CH:29][CH:30]=[CH:31][C:25]=3[N:24]=2)=[O:22])[CH2:17][CH2:16]1)[C:3](=[O:10])[C:4]1[CH:9]=[CH:8][CH:7]=[CH:6][CH:5]=1.Br[CH2:41][CH2:42][CH2:43][C:44]([O:46][CH2:47][CH3:48])=[O:45].C(=O)([O-])[O-].[K+].[K+].CC(C)=O.O>C(OCC)(=O)C>[CH3:1][N:2]([CH2:11][CH:12]([C:32]1[CH:37]=[CH:36][C:35]([Cl:38])=[C:34]([Cl:39])[CH:33]=1)[CH2:13][CH2:14][N:15]1[CH2:20][CH2:19][CH:18]([C:21]([C:23]2[N:24]([CH2:41][CH2:42][CH2:43][C:44]([O:46][CH2:47][CH3:48])=[O:45])[C:25]3[CH:31]=[CH:30][CH:29]=[CH:28][C:26]=3[N:27]=2)=[O:22])[CH2:17][CH2:16]1)[C:3](=[O:10])[C:4]1[CH:9]=[CH:8][CH:7]=[CH:6][CH:5]=1 |f:2.3.4,5.6|. Reported procedure: Combine N-methyl-N-(4-(4-(1H-benzimidazole-2-carbonyl)piperidin-1-yl)-2-(3,4-dichlorophenyl)butyl)benzamide (1.35 mmol), ethyl 4-bromobutyrate (5.4 mmol), and potassium carbonate (2.24 g, 16.2 mmol) in 13/1 acetone/water (25 mL). Heat to reflux. After 38 hours, cool to ambient temperature and dilute with ethyl acetate. Extract with saturated aqueous ammonium chloride solution and saturated aqueous sodium chloride solution. Dry the organic layer over MgSO4, filter, and concentrate invacuo to give... Reactants: C(C=C)NC (N-allyl-N-methylamine), Cl.NC=1SC=C(N1)CCl (2-amino-4-chloromethylthiazole hydrochloride), C([O-])([O-])=O.[K+].[K+] (potassium carbonate). The solvent is C(C)O (ethanol). The product is C(C=C)N(C)CC=1N=C(SC1)N (4-((allyl(methyl)amino)methyl)thiazol-2-amine). RXN SMILES: [CH2:1]([NH:4][CH3:5])[CH:2]=[CH2:3].Cl.[NH2:7][C:8]1[S:9][CH:10]=[C:11]([CH2:13]Cl)[N:12]=1.C(=O)([O-])[O-].[K+].[K+]>C(O)C>[CH2:1]([N:4]([CH2:13][C:11]1[N:12]=[C:8]([NH2:7])[S:9][CH:10]=1)[CH3:5])[CH:2]=[CH2:3] |f:1.2,3.4.5|. Reported procedure: N-allyl-N-methylamine (7.0 mg, 0.1 mmol), 2-amino-4-chloromethylthiazole hydrochloride (18.5 mg, 0.1 mmol), and potassium carbonate (30 mg, 0.21 mmol) are shaken in ethanol (1 mL) at room temperature for 18 hours. The mixture is filtered and the filtrate was condensed under vacuum. The reactants are OB(O)c1ccc(Cl)s1, Fc1c(I)nc2ccccc2c1N1CCc2cnccc21, [Na+], [Na+], O=C([O-])[O-], C1CCOC1, O, [Pd], c1ccc(P(c2ccccc2)c2ccccc2)cc1, c1ccc(P(c2ccccc2)c2ccccc2)cc1, c1ccc(P(c2ccccc2)c2ccccc2)cc1, c1ccc(P(c2ccccc2)c2ccccc2)cc1. Yields the product Fc1c(-c2ccc(Cl)s2)nc2ccccc2c1N1CCc2cnccc21. As a reaction SMILES: [Cl:28][c:29]1[cH:30][cH:31][c:32]([B:34]([OH:35])[OH:36])[s:33]1.[N:1]1([c:10]2[c:11]([F:21])[c:12]([I:20])[n:13][c:14]3[cH:15][cH:16][cH:17][cH:18][c:19]23)[CH2:2][CH2:3][c:4]2[cH:5][n:6][cH:7][cH:8][c:9]21.[Na+:22].[Na+:23].[O-:24][C:25](=[O:26])[O-:27].[O:38]1[CH2:39][CH2:40][CH2:41][CH2:42]1.[OH2:37].[Pd:43].[c:101]1([P:102]([c:103]2[cH:104][cH:105][cH:106][cH:107][cH:108]2)[c:109]2[cH:110][cH:111][cH:112][cH:113][cH:114]2)[cH:115][cH:116][cH:117][cH:118][cH:119]1.[c:44]1([P:45]([c:46]2[cH:47][cH:48][cH:49][cH:50][cH:51]2)[c:52]2[cH:53][cH:54][cH:55][cH:56][cH:57]2)[cH:58][cH:59][cH:60][cH:61][cH:62]1.[c:63]1([P:64]([c:65]2[cH:66][cH:67][cH:68][cH:69][cH:70]2)[c:71]2[cH:72][cH:73][cH:74][cH:75][cH:76]2)[cH:77][cH:78][cH:79][cH:80][cH:81]1.[c:82]1([P:83]([c:84]2[cH:85][cH:86][cH:87][cH:88][cH:89]2)[c:90]2[cH:91][cH:92][cH:93][cH:94][cH:95]2)[cH:96][cH:97][cH:98][cH:99][cH:100]1>>[N:1]1([c:10]2[c:11]([F:21])[c:12](-[c:32]3[cH:31][cH:30][c:29]([Cl:28])[s:33]3)[n:13][c:14]3[cH:15][cH:16][cH:17][cH:18][c:19]23)[CH2:2][CH2:3][c:4]2[cH:5][n:6][cH:7][cH:8][c:9]21. Reactants: COC1=C2CCC(C2=CC=C1)=O (4-methoxy-1-indanone), S1C(=CC=C1)C=O (thiophene-2-carboxaldehyde), N1CCCCC1 (piperidine), C(C)(=O)O (acetic acid). The solvent is C(Cl)Cl (CH2Cl2). Reaction SMILES: [CH3:1][O:2][C:3]1[CH:11]=[CH:10][CH:9]=[C:8]2[C:4]=1[CH2:5][CH2:6][C:7]2=[O:12].[S:13]1[CH:17]=[CH:16][CH:15]=[C:14]1[CH:18]=O.N1CCCCC1.C(O)(=O)C>C(Cl)Cl>[CH3:1][O:2][C:3]1[CH:11]=[CH:10][CH:9]=[C:8]2[C:4]=1[CH2:5][C:6](=[CH:18][C:14]1[S:13][CH:17]=[CH:16][CH:15]=1)[C:7]2=[O:12]. Yields the product COC1=C2CC(C(C2=CC=C1)=O)=CC=1SC=CC1 (4-methoxy-2-(2-thienylmethylene)-1-indanone). Run at temperature 130 celsius. Procedure: To 4-methoxy-1-indanone (0.1 g; 0.62 mmol) were added thiophene-2-carboxaldehyde (87.5 μl ; 0.93 mmol), piperidine (18.5 μl ; 0.18 mmol) and acetic acid (10.7 μl ; 0.18 mmol). After heating at 130° C. for 90 minutes the mixture was taken up in CH2Cl2, washed with water and purified by flash chromatography, eluting with petroleum ether/ethyl acetate (95/5) to give 4-methoxy-2-(2-thienylmethylene)-1-indanone (140 mg; 90%). Isolated yield 88.1%. Reactants: C(C1=CC=CC=C1)C=1C=C2C[C@@H](C(N(C2=CC1)OC(=O)OC(C)(C)C)=O)NC(OC(C)(C)C)=O (tert-Butyl {(3S)-6-benzyl-1-[(tert-butoxycarbonyl)oxy]-2-oxo-1,2,3,4-tetrahydroquinolin-3-yl}carbamate), C(C1=CC=CC=C1)C=1C=C(C[C@H](N=C(C2=CC=CC=C2)C2=CC=CC=C2)C(=O)OC(C)(C)C)C(=CC1)[N+](=O)[O-] (tert-butyl 3-benzyl-N-(diphenylmethylene)-6-nitro-L-phenylalaninate), FC(C(=O)O)(F)F (trifluoroacetic acid). Solvent: ClCCl (dichloromethane). Reaction conditions: time 18 hour. Yields the product C(C1=CC=CC=C1)C=1C=C(C[C@H](N)C(=O)O)C(=CC1)[N+](=O)[O-] (3-benzyl-6-nitro-L-phenylalanine). Yield: 81.2%. RXN SMILES: C(C1C=C2C(=CC=1)N(OC(OC(C)(C)C)=O)C(=O)[C@@H](NC(=O)OC(C)(C)C)C2)C1C=CC=CC=1.[CH2:35]([C:42]1[CH:43]=[C:44]([C:68]([N+:71]([O-:73])=[O:72])=[CH:69][CH:70]=1)[CH2:45][C@@H:46]([C:61]([O:63]C(C)(C)C)=[O:62])[N:47]=C(C1C=CC=CC=1)C1C=CC=CC=1)[C:36]1[CH:41]=[CH:40][CH:39]=[CH:38][CH:37]=1.FC(F)(F)C(O)=O>ClCCl>[CH2:35]([C:42]1[CH:43]=[C:44]([C:68]([N+:71]([O-:73])=[O:72])=[CH:69][CH:70]=1)[CH2:45][C@@H:46]([C:61]([OH:63])=[O:62])[NH2:47])[C:36]1[CH:41]=[CH:40][CH:39]=[CH:38][CH:37]=1. Procedure: tert-Butyl {(3S)-6-benzyl-1-[(tert-butoxycarbonyl)oxy]-2-oxo-1,2,3,4-tetrahydroquinolin-3-yl}carbamate (81) To a solution of tert-butyl 3-benzyl-N-(diphenylmethylene)-6-nitro-L-phenylalaninate (79) (150 mg, 0.288 mmol) in dichloromethane was added trifluoroacetic acid in equal volume at 0° C., and the reaction was allowed to stir at RT for 18 h. Solvents were removed under reduced pressure, and the residue was taken in water (50 mL), and washed with EtOAc (3×50 mL). The aqueous layer was concent... Starting materials: C1CCOC1, O=C(N=C=S)c1ccc([N+](=O)[O-])cc1, NC1(CCO)c2cc(I)ccc2Oc2ncc(Br)cc21. The product is O=C(NC(=S)NC1(CCO)c2cc(I)ccc2Oc2ncc(Br)cc21)c1ccc([N+](=O)[O-])cc1. Reaction SMILES: [CH2:35]1[O:36][CH2:37][CH2:38][CH2:39]1.[N+:21](=[O:22])([O-:23])[c:24]1[cH:25][cH:26][c:27]([C:28](=[O:29])[N:30]=[C:31]=[S:32])[cH:33][cH:34]1.[NH2:1][C:2]1([CH2:18][CH2:19][OH:20])[c:3]2[cH:4][c:5]([I:17])[cH:6][cH:7][c:8]2[O:9][c:10]2[n:11][cH:12][c:13]([Br:16])[cH:14][c:15]21>>[NH:1]([C:2]1([CH2:18][CH2:19][OH:20])[c:3]2[cH:4][c:5]([I:17])[cH:6][cH:7][c:8]2[O:9][c:10]2[n:11][cH:12][c:13]([Br:16])[cH:14][c:15]21)[C:31]([NH:30][C:28]([c:27]1[cH:26][cH:25][c:24]([N+:21](=[O:22])[O-:23])[cH:34][cH:33]1)=[O:29])=[S:32].